This data is from the Open Reaction Database (ORD), a public repository of structured organic reaction records. The task is: describe an organic reaction: reactants, conditions, products, and yield Reactants: S(=O)(=O)(OC)OC (dimethyl sulphate), CNC (dimethylamine), [N+](=O)([O-])CC(=S)[S-].[K+].[K+].[N+](=O)([O-])CC(=S)[S-] (dipotassium nitrodithioacetate). Reagents/catalysts: [Cl-].C(C1=CC=CC=C1)[N+](C)(C)C (benzyltrimethylammonium chloride). The solvent is O (water), O (water). Run at time 6 hour. Yields the product CN(C(=C[N+](=O)[O-])SC)C (N,N Dimethyl-1-methylthio-2-nitroethenamine). RXN SMILES: [N+:1]([CH2:4][C:5]([S-:7])=S)([O-:3])=[O:2].[K+].[K+].[N+]([CH2:13]C([S-])=S)([O-])=O.[CH3:17][NH:18][CH3:19].S(OC)(OC)(=O)=O>O.[Cl-].C([N+](C)(C)C)C1C=CC=CC=1>[CH3:17][N:18]([CH3:19])[C:5]([S:7][CH3:13])=[CH:4][N+:1]([O-:3])=[O:2] |f:0.1.2.3,7.8|. Procedure: To a solution of dipotassium nitrodithioacetate (118 g) dissolved in water (630 ml), dimethylamine (1.1 equivalents) was added as a 40% w/w solution in water. After stirring for 6 hours at 20°-25° C., benzyltrimethylammonium chloride (7 g ) was charged followed by dimethyl sulphate (175 g ) over one hour. After stirring overnight, the reaction mixture was extracted three times with 100 ml aliquots of dichloromethane. After drying over MgSO4, the combined organic phases were concentrated to a red... The reactants are ClC(Cl)Cl, O=S(Cl)Cl, OCCCCn1cnc2ccccc21. Product: ClCCCCn1cnc2ccccc21. Reaction SMILES: [Cl:19][CH:20]([Cl:21])[Cl:22].[S:15]([Cl:16])([Cl:17])=[O:18].[n:1]1([CH2:10][CH2:11][CH2:12][CH2:13][OH:14])[cH:2][n:3][c:4]2[c:5]1[cH:6][cH:7][cH:8][cH:9]2>>[n:1]1([CH2:10][CH2:11][CH2:12][CH2:13][Cl:17])[cH:2][n:3][c:4]2[c:5]1[cH:6][cH:7][cH:8][cH:9]2. The reactants are [Cl-], Cl, O=[N+]([O-])c1cccc(F)c1I, [Na+], C1CCOC1, [OH-], O, O. The product is Cl, Nc1cccc(F)c1I. Reaction SMILES: [Cl-:14].[ClH:22].[I:1][c:2]1[c:3]([N+:9]([O-:10])=[O:11])[cH:4][cH:5][cH:6][c:7]1[F:8].[Na+:16].[O:17]1[CH2:18][CH2:19][CH2:20][CH2:21]1.[OH-:15].[OH2:12].[OH2:13]>>[ClH:14].[I:1][c:2]1[c:3]([NH2:9])[cH:4][cH:5][cH:6][c:7]1[F:8].